This data is from the Open Reaction Database (ORD), a public repository of structured organic reaction records. The task is: describe an organic reaction: reactants, conditions, products, and yield The reactants are CCCCOC(=O)Cl, ClCCl, CC(C)Cc1cc(-c2cccc(CN3C(=O)CCC3=O)c2)c(S(=O)(=O)NC(C)(C)C)s1, c1ccc(N2CCCC2)nc1, O=C(O)CC(O)(CC(=O)O)C(=O)O. RXN SMILES: [Cl:43][C:44](=[O:45])[O:46][CH2:47][CH2:48][CH2:49][CH3:50].[Cl:64][CH2:65][Cl:66].[N:1]1([CH2:8][c:9]2[cH:10][c:11](-[c:15]3[c:16]([S:24](=[O:25])(=[O:26])[NH:27][C:28]([CH3:29])([CH3:30])[CH3:31])[s:17][c:18]([CH2:20][CH:21]([CH3:22])[CH3:23])[cH:19]3)[cH:12][cH:13][cH:14]2)[C:2](=[O:7])[CH2:3][CH2:4][C:5]1=[O:6].[N:32]1([c:33]2[cH:34][cH:35][cH:36][cH:37][n:38]2)[CH2:39][CH2:40][CH2:41][CH2:42]1.[OH:51][C:52]([CH2:53][C:54]([C:55](=[O:56])[OH:57])([CH2:58][C:59](=[O:60])[OH:61])[OH:62])=[O:63]>>[N:1]1([CH2:8][c:9]2[cH:10][c:11](-[c:15]3[c:16]([S:24](=[O:25])(=[O:26])[NH:27][C:44](=[O:45])[O:46][CH2:47][CH2:48][CH2:49][CH3:50])[s:17][c:18]([CH2:20][CH:21]([CH3:22])[CH3:23])[cH:19]3)[cH:12][cH:13][cH:14]2)[C:2](=[O:7])[CH2:3][CH2:4][C:5]1=[O:6]. Yields the product CCCCOC(=O)NS(=O)(=O)c1sc(CC(C)C)cc1-c1cccc(CN2C(=O)CCC2=O)c1. Reactants: C(C1=CC=CC=C1)N1N=CC2=C(C=CC=C12)[N+](=O)[O-] (1-benzyl-4-nitroindazole), C(C1=CC=CC=C1)N1N=C2C=CC=C(C2=C1)[N+](=O)[O-] (2-benzyl-4-nitroindazole). The product is [N+](=O)([O-])C1=C2C=NNC2=CC=C1 (4-nitroindazole). RXN SMILES: C([N:8]1[C:16]2[C:11](=[C:12]([N+:17]([O-:19])=[O:18])[CH:13]=[CH:14][CH:15]=2)[CH:10]=[N:9]1)C1C=CC=CC=1.C(N1C=C2C(C=CC=C2[N+]([O-])=O)=N1)C1C=CC=CC=1>>[N+:17]([C:12]1[CH:13]=[CH:14][CH:15]=[C:16]2[C:11]=1[CH:10]=[N:9][NH:8]2)([O-:19])=[O:18]. Reported procedure: The isomeric mixture of 1-benzyl-4-nitroindazole and 2-benzyl-4-nitroindazole obtained by the benzylation of 4-nitroindazole is reduced with hydrazine and Raney nickel in methanol and subsequently heated with excess sodium hydrogen sulphite in water. The 1-benzyl-4-aminoindazole (m.p. 73°-75° C.) thereby remains undissolved. Upon acidifying the solution, 2-benzyl-4-hydroxyindazole precipitates out and is obtained in the form of colorless crystals; m.p. 172°-174° C. Reactants: [Si](C)(C)(C(C)(C)C)O[C@H]1CN(CCC1)C1=C(C=C(C=C1)C(F)(F)F)[N+](=O)[O-] ((R)-3-(tert-butyldimethylsilyloxy)-1-(2-nitro-4-(trifluoromethyl)phenyl)piperidine), [H][H] (hydrogen). The reagents and catalysts are [Pd] (palladium). The solvent is CO (MeOH). Conditions: time 60 hour. The product is [Si](C)(C)(C(C)(C)C)O[C@H]1CN(CCC1)C1=C(C=C(C=C1)C(F)(F)F)N ((R)-2-(3-(tert-butyldimethylsilyloxy)piperidin-1-yl)-5-(trifluoromethyl)benzenamine). RXN SMILES: [Si:1]([O:8][C@@H:9]1[CH2:14][CH2:13][CH2:12][N:11]([C:15]2[CH:20]=[CH:19][C:18]([C:21]([F:24])([F:23])[F:22])=[CH:17][C:16]=2[N+:25]([O-])=O)[CH2:10]1)([C:4]([CH3:7])([CH3:6])[CH3:5])([CH3:3])[CH3:2].[H][H]>[Pd].CO>[Si:1]([O:8][C@@H:9]1[CH2:14][CH2:13][CH2:12][N:11]([C:15]2[CH:20]=[CH:19][C:18]([C:21]([F:22])([F:24])[F:23])=[CH:17][C:16]=2[NH2:25])[CH2:10]1)([C:4]([CH3:7])([CH3:6])[CH3:5])([CH3:3])[CH3:2]. Procedure details: A 200 mL RBF was charged with (R)-3-(tert-butyldimethylsilyloxy)-1-(2-nitro-4-(trifluoromethyl)phenyl)piperidine (4.10 g, 10.1 mmol) and palladium, 10 wt. % on activated carbon wet (0.179 ml, 2.03 mmol) under nitrogen. MeOH was added via syringe, and the atmosphere replaced with hydrogen via one or more balloons. The reaction was stirred rapidly for 60 h. The reaction was flushed with nitrogen, filtered through celite rinsing with 100 mL MeOH, and concentrated in vacuo. The crude material was tr... Starting materials: O=Cc1ccc(C(=O)OCc2ccccc2)cc1, CC(N)c1ccc(C(F)(F)F)cc1. The product is CC(NCc1ccc(C(=O)OCc2ccccc2)cc1)c1ccc(C(F)(F)F)cc1. As a reaction SMILES: [CH:1](=[O:2])[c:3]1[cH:4][cH:5][c:6]([C:7](=[O:8])[O:9][CH2:10][c:11]2[cH:12][cH:13][cH:14][cH:15][cH:16]2)[cH:17][cH:18]1.[F:19][C:20]([c:21]1[cH:22][cH:23][c:24]([CH:27]([CH3:28])[NH2:29])[cH:25][cH:26]1)([F:30])[F:31]>>[CH2:1]([c:3]1[cH:4][cH:5][c:6]([C:7](=[O:8])[O:9][CH2:10][c:11]2[cH:12][cH:13][cH:14][cH:15][cH:16]2)[cH:17][cH:18]1)[NH:29][CH:27]([c:24]1[cH:23][cH:22][c:21]([C:20]([F:19])([F:30])[F:31])[cH:26][cH:25]1)[CH3:28]. As a reaction SMILES: [NH2:1][CH2:2][C@@H:3]([C:5]1[CH:6]=[CH:7][C:8]([OH:16])=[C:9]([NH:11][S:12]([CH3:15])(=[O:14])=[O:13])[CH:10]=1)[OH:4].[CH2:17]([O:24][C:25]([C@H:27]1[CH2:31][CH2:30][CH2:29][N:28]1[S:32]([C:35]1[CH:40]=[CH:39][C:38]([N:41]2[CH2:46][CH2:45][C:44](=O)[CH2:43][CH2:42]2)=[CH:37][CH:36]=1)(=[O:34])=[O:33])=[O:26])[C:18]1[CH:23]=[CH:22][CH:21]=[CH:20][CH:19]=1>>[CH2:17]([O:24][C:25]([C@H:27]1[CH2:31][CH2:30][CH2:29][N:28]1[S:32]([C:35]1[CH:36]=[CH:37][C:38]([N:41]2[CH2:46][CH2:45][CH:44]([NH:1][CH2:2][C@H:3]([OH:4])[C:5]3[CH:6]=[CH:7][C:8]([OH:16])=[C:9]([NH:11][S:12]([CH3:15])(=[O:14])=[O:13])[CH:10]=3)[CH2:43][CH2:42]2)=[CH:39][CH:40]=1)(=[O:33])=[O:34])=[O:26])[C:18]1[CH:19]=[CH:20][CH:21]=[CH:22][CH:23]=1. The reactants are NC[C@H](O)C=1C=CC(=C(C1)NS(=O)(=O)C)O (N-[5-((1R)-2-Amin o-1-hydroxy-ethyl)-2-hydroxy-phenyl]-methanesulfonamide), C(C1=CC=CC=C1)OC(=O)[C@@H]1N(CCC1)S(=O)(=O)C1=CC=C(C=C1)N1CCC(CC1)=O ((2R)-1-[4-(4-oxo-piperidin-1-yl)-benzenesulfonyl]-pyrrolidine-2-carboxylic acid benzyl ester). Yields the product C(C1=CC=CC=C1)OC(=O)[C@@H]1N(CCC1)S(=O)(=O)C1=CC=C(C=C1)N1CCC(CC1)NC[C@@H](C1=CC(=C(C=C1)O)NS(=O)(=O)C)O ((2R)-1-(4-{4-[(2R)-2-Hydroxy-2-(4-hydroxy-3-methanesulfonylamino-phenyl)-ethylamino]-piperidin-1-yl}-benzenesulfonyl)-pyrrolidine-2-carboxylic acid benzyl ester). Procedure: The title compound was prepared from N-[5-((1R)-2-Amin o-1-hydroxy-ethyl)-2-hydroxy-phenyl]-methanesulfonamide and Reference Example 23, (2R)-1-[4-(4-oxo-piperidin-1-yl)-benzenesulfonyl]-pyrrolidine-2-carboxylic acid benzyl ester, according to the procedure of Example 1 as a white solid; mp 62-69° C.; 1H NMR (300 MHz, DMSO-d6) δ 1.20-1.40 (m, 2H), 1.40-1.90 (m, 6H), 2.50-3.20 (m, 5H), 3.75-3.85 (m, 2H), 4.15 (dd, 1H), 4.40-4.50 (m, 1H), 5.19 (s, 2H), 6.80 (d, 1H), 6.92 (d, 3H), 7.15 (d, 1H), 7.4... The reactants are C1(=CC=CC=C1)C=1CCNCC1 (4-phenyl-1,2,3,6-tetrahydropyridine), ClCCCCN1C=CC2=CC=CC=C12 (1-(4-chlorobutyl)indole), C([O-])([O-])=O.[K+].[K+] (potassium carbonate). Solvent: CN(C=O)C (dimethylformamide). Reaction conditions: temperature 90 celsius. Yields the product C1(=CC=CC=C1)C=1CCN(CC1)CCCCN1C=CC2=CC=CC=C12 (1-[4-(4-phenyl-1,2,3,6-tetrahydro-1-pyridyl)butyl]indole). Reaction SMILES: [C:1]1([C:7]2[CH2:8][CH2:9][NH:10][CH2:11][CH:12]=2)[CH:6]=[CH:5][CH:4]=[CH:3][CH:2]=1.Cl[CH2:14][CH2:15][CH2:16][CH2:17][N:18]1[C:26]2[C:21](=[CH:22][CH:23]=[CH:24][CH:25]=2)[CH:20]=[CH:19]1.C(=O)([O-])[O-].[K+].[K+]>CN(C)C=O>[C:1]1([C:7]2[CH2:12][CH2:11][N:10]([CH2:14][CH2:15][CH2:16][CH2:17][N:18]3[C:26]4[C:21](=[CH:22][CH:23]=[CH:24][CH:25]=4)[CH:20]=[CH:19]3)[CH2:9][CH:8]=2)[CH:6]=[CH:5][CH:4]=[CH:3][CH:2]=1 |f:2.3.4|. Reported procedure: A mixture of 4.8 g (30 mmol) of 4-phenyl-1,2,3,6-tetrahydropyridine, 6.22 g of 1-(4-chlorobutyl)indole and 8.3 g of potassium carbonate in 100 ml of dimethylformamide is heated at 90° C. for 3 hours. Evaporation to dryness is then carried out at reduced pressure, the residue is redissolved in chloroform and washing is carried out repeatedly with water. The organic phase is dried with anhydrous sodium sulfate and evaporation is carried out at reduced pressure, a crude product being obtained which... Reported procedure: To an acetic acid (3.3 mL) and dimethyl sulfoxide (55 mL) solution of 1-cyclohexyloxy-4-((E)-2-nitro-vinyl)-benzene (3.3 g, 13.1 mmol) described in Manufacturing Example 79-1-2 was added sodium borohydride (793 mg, 21 mmol) at room temperature while cooling appropriately. This mixture was stirred for 1 hour at room temperature. This mixture was partitioned into ethyl acetate and water. The organic layer was separated, washed with water, dried over anhydrous magnesium sulfate, and filtered. The f... Starting materials: C(C)(=O)O (acetic acid), C1(CCCCC1)OC1=CC=C(C=C1)\C=C\[N+](=O)[O-] (1-cyclohexyloxy-4-((E)-2-nitro-vinyl)-benzene), [BH4-].[Na+] (sodium borohydride). The yield is 44.4%. Run in CS(=O)C (dimethyl sulfoxide). Reaction conditions: time 1 hour. As a reaction SMILES: C(O)(=O)C.[CH:5]1([O:11][C:12]2[CH:17]=[CH:16][C:15](/[CH:18]=[CH:19]/[N+:20]([O-:22])=[O:21])=[CH:14][CH:13]=2)[CH2:10][CH2:9][CH2:8][CH2:7][CH2:6]1.[BH4-].[Na+]>CS(C)=O>[CH:5]1([O:11][C:12]2[CH:13]=[CH:14][C:15]([CH2:18][CH2:19][N+:20]([O-:22])=[O:21])=[CH:16][CH:17]=2)[CH2:6][CH2:7][CH2:8][CH2:9][CH2:10]1 |f:2.3|. The product is C1(CCCCC1)OC1=CC=C(C=C1)CC[N+](=O)[O-] (1-Cyclohexyloxy-4-(2-nitro-ethyl)-benzene). Starting materials: COC(=O)C1=CSC(=C1OC)S(=O)(=O)OC1=C(C=C(C=C1)C1=C2C=CC=CC2=C(C=2SC(=C(C21)C)C)Br)C2CCCC2 (5-[4-(9-bromo-2,3-dimethyl-naphtho[2,3-b]thiophen-4-yl)-2-cyclopentyl-phenoxysulfonyl]-4-methoxy-thiophene-3-carboxylic acid methyl ester), [OH-].[K+] (KOH). Run in C1CCOC1.CO (THF MeOH). Conditions: time 1.5 hour. The product is BrC1=C2C=CC=CC2=C(C2=C1SC(=C2C)C)C2=CC(=C(OS(=O)(=O)C1=C(C(=CS1)C(=O)O)OC)C=C2)C2CCCC2 (5-[4-(9-Bromo-2,3-dimethyl-naphtho[2,3-b]thiophen-4-yl)-2-cyclopentyl-phenoxysulfonyl]-4-methoxy-thiophene-3-carboxylic acid). Yield: 84.5%. As a reaction SMILES: C[O:2][C:3]([C:5]1[C:9]([O:10][CH3:11])=[C:8]([S:12]([O:15][C:16]2[CH:21]=[CH:20][C:19]([C:22]3[C:34]4[C:33]([CH3:35])=[C:32]([CH3:36])[S:31][C:30]=4[C:29]([Br:37])=[C:28]4[C:23]=3[CH:24]=[CH:25][CH:26]=[CH:27]4)=[CH:18][C:17]=2[CH:38]2[CH2:42][CH2:41][CH2:40][CH2:39]2)(=[O:14])=[O:13])[S:7][CH:6]=1)=[O:4].[OH-].[K+]>C1COCC1.CO>[Br:37][C:29]1[C:30]2[S:31][C:32]([CH3:36])=[C:33]([CH3:35])[C:34]=2[C:22]([C:19]2[CH:20]=[CH:21][C:16]([O:15][S:12]([C:8]3[S:7][CH:6]=[C:5]([C:3]([OH:4])=[O:2])[C:9]=3[O:10][CH3:11])(=[O:14])=[O:13])=[C:17]([CH:38]3[CH2:42][CH2:41][CH2:40][CH2:39]3)[CH:18]=2)=[C:23]2[C:28]=1[CH:27]=[CH:26][CH:25]=[CH:24]2 |f:1.2,3.4|. Procedure: At ambient temperature, to a stirred solution of 5-[4-(9-bromo-2,3-dimethyl-naphtho[2,3-b]thiophen-4-yl)-2-cyclopentyl-phenoxysulfonyl]-4-methoxy-thiophene-3-carboxylic acid methyl ester (0.722 g, 1.05 mmol) in THF:MeOH (3:2, 10 mL) was added 1N KOH (5.26 mL). After 1.5 h, the reaction was quenched with 1N HCl (40 mL) and extracted with EtOAc. The combined organic extracts were dried (MgSO4) and concentrated. Purification on 2% H3PO4 /MeOH treated Biotage KP-Sil, eluting with 25% EtOAc/hexane ga...